From a dataset of the Open Reaction Database (ORD), a public repository of structured organic reaction records. describe an organic reaction: reactants, conditions, products, and yield The reactants are [BH3-]C#N, CC(=O)O, CO, Nc1ccc(C2CCCCC2)cc1, O=Cc1ccc(C(=O)Nc2nn[nH]n2)cc1, [Na+], CN(C)C=O. Product: O=C(Nc1nn[nH]n1)c1ccc(CNc2ccc(C3CCCCC3)cc2)cc1. Reaction SMILES: [C:34]([BH3-:35])#[N:36].[CH3:30][C:31](=[O:32])[OH:33].[CH3:43][OH:44].[CH:17]1([c:23]2[cH:24][cH:25][c:26]([NH2:27])[cH:28][cH:29]2)[CH2:18][CH2:19][CH2:20][CH2:21][CH2:22]1.[CH:1](=[O:2])[c:3]1[cH:4][cH:5][c:6]([C:7](=[O:8])[NH:9][c:10]2[n:11][n:12][nH:13][n:14]2)[cH:15][cH:16]1.[Na+:37].[O:38]=[CH:39][N:40]([CH3:41])[CH3:42]>>[CH2:1]([c:3]1[cH:4][cH:5][c:6]([C:7](=[O:8])[NH:9][c:10]2[n:11][n:12][nH:13][n:14]2)[cH:15][cH:16]1)[NH:27][c:26]1[cH:25][cH:24][c:23]([CH:17]2[CH2:18][CH2:19][CH2:20][CH2:21][CH2:22]2)[cH:29][cH:28]1.